Dataset: the Open Reaction Database (ORD), a public repository of structured organic reaction records. Task: describe an organic reaction: reactants, conditions, products, and yield Starting materials: CCOC(C)=O, O=c1[nH]nc2c(-c3ccc(Cl)cc3)c(-c3ccc(Cl)cc3)cnn12, Cl, [K+], [K+], O=C([O-])[O-], CN(C)C=O, Clc1nnnn1-c1ccccc1. Product: O=c1n(-c2nnnn2-c2ccccc2)nc2c(-c3ccc(Cl)cc3)c(-c3ccc(Cl)cc3)cnn12. RXN SMILES: [CH3:48][CH2:49][O:50][C:51](=[O:52])[CH3:53].[Cl:1][c:2]1[cH:3][cH:4][c:5](-[c:8]2[c:9](-[c:18]3[cH:19][cH:20][c:21]([Cl:24])[cH:22][cH:23]3)[c:10]3[n:11]([n:12][cH:13]2)[c:14](=[O:17])[nH:15][n:16]3)[cH:6][cH:7]1.[ClH:54].[K+:37].[K+:38].[O-:39][C:40]([O-:41])=[O:42].[O:43]=[CH:44][N:45]([CH3:46])[CH3:47].[c:25]1(-[n:31]2[n:32][n:33][n:34][c:35]2[Cl:36])[cH:26][cH:27][cH:28][cH:29][cH:30]1>>[Cl:1][c:2]1[cH:3][cH:4][c:5](-[c:8]2[c:9](-[c:18]3[cH:19][cH:20][c:21]([Cl:24])[cH:22][cH:23]3)[c:10]3[n:11]([n:12][cH:13]2)[c:14](=[O:17])[n:15](-[c:35]2[n:31](-[c:25]4[cH:26][cH:27][cH:28][cH:29][cH:30]4)[n:32][n:33][n:34]2)[n:16]3)[cH:6][cH:7]1. Starting materials: Oc1ccc(Br)cc1, O=C([O-])[O-], CC[N+](CC)(CC)Cc1ccccc1, CCOC(C)=O, C1OCC2OC12, [Cl-], [Cs+], [Cs+], C1COCCO1. Yields the product OC1COCC1Oc1ccc(Br)cc1. Reaction SMILES: [Br:7][c:8]1[cH:9][cH:10][c:11]([OH:14])[cH:12][cH:13]1.[C:15](=[O:16])([O-:17])[O-:18].[CH2:22]([N+:23]([CH2:24][CH3:25])([CH2:26][CH3:27])[CH2:28][CH3:29])[c:30]1[cH:31][cH:32][cH:33][cH:34][cH:35]1.[CH3:42][CH2:43][O:44][C:45](=[O:46])[CH3:47].[CH:1]12[CH2:2][O:3][CH2:4][CH:5]1[O:6]2.[Cl-:21].[Cs+:19].[Cs+:20].[O:36]1[CH2:37][CH2:38][O:39][CH2:40][CH2:41]1>>[CH:1]1([OH:6])[CH2:2][O:3][CH2:4][CH:5]1[O:14][c:11]1[cH:10][cH:9][c:8]([Br:7])[cH:13][cH:12]1. Reactants: [N+](=O)([O-])C1=C(C=CC=C1)NC=1C(=NN(C1C)C)C ((2-Nitro-phenyl)-(1,3,5-trimethyl-1H-pyrazol-4-yl)-amine). Reagents/catalysts: [Pd] (palladium on carbon). The solvent is C(C)(=O)OCC (ethyl acetate). Run at time 15 hour. The product is CN1N=C(C(=C1C)NC=1C(=CC=CC1)N)C (N-(1,3,5-Trimethyl-1H-pyrazol-4-yl)-benzene-1,2-diamine). Yield: 99.9%. Reaction SMILES: [N+:1]([C:4]1[CH:9]=[CH:8][CH:7]=[CH:6][C:5]=1[NH:10][C:11]1[C:12]([CH3:18])=[N:13][N:14]([CH3:17])[C:15]=1[CH3:16])([O-])=O>C(OCC)(=O)C.[Pd]>[CH3:17][N:14]1[C:15]([CH3:16])=[C:11]([NH:10][C:5]2[C:4]([NH2:1])=[CH:9][CH:8]=[CH:7][CH:6]=2)[C:12]([CH3:18])=[N:13]1. Procedure details: To a solution of (2-Nitro-phenyl)-(1,3,5-trimethyl-1H-pyrazol-4-yl)-amine (8.6 g, 35 mmol) in ethyl acetate (175 mL) was added 10% palladium on carbon (1 g). The solution was stirred under a hydrogen atmosphere (50 psi) for 15 h and subsequently filtered through a bed of celite, washed with ethyl acetate, and concentrated in vacuo to yield the title compound (7.56 g): 1HNMR (CDCl3, 300 MHz) δ 6.74 (m, 3H), 6.32 (d, 1H, J=1.9, 7.2), 4.6 (s, 1H), 3.75 (s, 3H), 3.1 (s, 2H), 2.05 (m, 6H); low resolu... The reactants are steel, [OH-].[NH4+] (Ammonium hydroxide), FC=1C=CC(=C(C#N)C1)C(F)(F)F (5-fluoro-2-(trifluoromethyl)benzonitrile). Run in O1CCOCC1 (1,4-dioxane). Product: NC=1C=CC(=C(C#N)C1)C(F)(F)F (5-Amino-2-(trifluoromethyl)benzonitrile). Reaction SMILES: [OH-].[NH4+:2].F[C:4]1[CH:5]=[CH:6][C:7]([C:12]([F:15])([F:14])[F:13])=[C:8]([CH:11]=1)[C:9]#[N:10]>O1CCOCC1>[NH2:2][C:4]1[CH:5]=[CH:6][C:7]([C:12]([F:15])([F:14])[F:13])=[C:8]([CH:11]=1)[C:9]#[N:10] |f:0.1|. Procedure: Ammonium hydroxide solution (50 mL) was added to a stirred solution of 5-fluoro-2-(trifluoromethyl)benzonitrile (commercially available, for example from Alfa Aesar, Ward Hill, Mass., USA, 2.0 g, 10.6 mmol) in 1,4-dioxane (10 mL) and the reaction mixture was heated to 130° C. for 20 h under 200 psi pressure in a steel bomb. The reaction mixture was evaporated to dryness, and the residue was diluted with DCM and washed with water. The organic layer was dried over anhydrous Na2SO4 and concentrated... Starting materials: O=C(Cl)c1ccc(Cl)cc1Cl, ClCCl, CCOC(=O)c1cc(N)ccc1Oc1cncc(Cl)c1, c1ccncc1. Yields the product CCOC(=O)c1cc(NC(=O)c2ccc(Cl)cc2Cl)ccc1Oc1cncc(Cl)c1. Reaction SMILES: [Cl:27][c:28]1[c:29]([C:30](=[O:31])[Cl:32])[cH:33][cH:34][c:35]([Cl:37])[cH:36]1.[Cl:38][CH2:39][Cl:40].[NH2:1][c:2]1[cH:3][cH:4][c:5]([O:13][c:14]2[cH:15][c:16]([Cl:20])[cH:17][n:18][cH:19]2)[c:6]([C:7](=[O:8])[O:9][CH2:10][CH3:11])[cH:12]1.[cH:21]1[cH:22][cH:23][n:24][cH:25][cH:26]1>>[NH:1]([c:2]1[cH:3][cH:4][c:5]([O:13][c:14]2[cH:15][c:16]([Cl:20])[cH:17][n:18][cH:19]2)[c:6]([C:7](=[O:8])[O:9][CH2:10][CH3:11])[cH:12]1)[C:30]([c:29]1[c:28]([Cl:27])[cH:36][c:35]([Cl:37])[cH:34][cH:33]1)=[O:31].